From a dataset of the Open Reaction Database (ORD), a public repository of structured organic reaction records. describe an organic reaction: reactants, conditions, products, and yield The reagents and catalysts are 1,8-diazabicyclo[5,4,0. Run at temperature 20 celsius, time 3 day. Yields the product C(#N)CCN1C2=CC=CC=C2C=2C3=C(C4=C(C12)NC=1C=CC=CC14)C(NC3)=O (12-(2-Cyanoethyl)-6,7,12,13-tetrahydro-5-oxo-5H-indolo[2,3-a]pyrrolo[3,4-c]carbazole). The reactants are acrylic acid nitrile, CCCCCCC=CCCC (undec-7-ene), O=C1NCC2=C1C1=C(C=3NC4=CC=CC=C4C23)NC=2C=CC=CC21 (6,7,12,13-tetrahydro-5-oxo-5H-indolo[2.3-a]pyrrolo [3,4-c]carbazole), C(C)#N (acetonitrile). As a reaction SMILES: [O:1]=[C:2]1[C:6]2[C:7]3[C:24]4[CH:23]=[CH:22][CH:21]=[CH:20][C:19]=4[NH:18][C:8]=3[C:9]3[NH:10][C:11]4[C:16]([C:17]=3[C:5]=2[CH2:4][NH:3]1)=[CH:15][CH:14]=[CH:13][CH:12]=4.[CH3:25][CH2:26][CH2:27]CCCC=CCCC.C(#[N:38])C>>[C:27]([CH2:26][CH2:25][N:10]1[C:9]2[C:8]3[NH:18][C:19]4[CH:20]=[CH:21][CH:22]=[CH:23][C:24]=4[C:7]=3[C:6]3[C:2](=[O:1])[NH:3][CH2:4][C:5]=3[C:17]=2[C:16]2[C:11]1=[CH:12][CH:13]=[CH:14][CH:15]=2)#[N:38]. Reported procedure: 300 mg (0.96 mmole) 6,7,12,13-tetrahydro-5-oxo-5H-indolo[2.3-a]pyrrolo [3,4-c]carbazole, suspended in 20 mL acetonitrile, are mixed with 0.3 mL (4.56 mole) acrylic acid nitrile and 2 drops of 1,8-diazabicyclo[5,4,0[undec-7-ene (DBU) and stirred for 3 days at 20° C. The mixture of starting materials and product is filtered off, again mixed with the same amounts of acrylic acid nitrile, DBU and acetonitrile and stirred for a further 3 days at 20° C. After again repeating this procedure and after a...